This data is from the Open Reaction Database (ORD), a public repository of structured organic reaction records. The task is: describe an organic reaction: reactants, conditions, products, and yield The reactants are C(CCCC[C@@H]1SC[C@@H]2NC(=O)N[C@H]12)(=O)CCCCCN (Biotinylpentylamine), isothiocyanatobenzyl-diethylenetriamine-pentaacetic acid, B([O-])([O-])[O-] (borate), biotinylpentylamino-thioureaylbenzyl-DTPA. Reaction conditions: time 3 hour. Yields the product OC(=O)CCCC[C@@H]1SC[C@@H]2NC(=O)N[C@H]12 (biotin). As a reaction SMILES: [C:1](CCCCCN)(=[O:15])[CH2:2][CH2:3][CH2:4][CH2:5][C@H:6]1[C@@H:14]2[C@@H:9]([NH:10][C:11]([NH:13]2)=[O:12])[CH2:8][S:7]1.B([O-])([O-])[O-:23]>>[OH:23][C:1]([CH2:2][CH2:3][CH2:4][CH2:5][C@H:6]1[C@@H:14]2[C@@H:9]([NH:10][C:11]([NH:13]2)=[O:12])[CH2:8][S:7]1)=[O:15]. Reported procedure: Biotinylpentylamine (0.001 mol) and isothiocyanatobenzyl-diethylenetriamine-pentaacetic acid (ITC-DTPA, 0.001 mol) are mixed together in borate buffer, 0.1M, pH 8, and stirred for 3 hours at room temperature. The biotin-DTPA is purified on a C-18 reverse-phase HPLC column run in an acetonitrile/water gradient. The acetonitrile is removed under reduced pressure on a rotary evaporator and the water by lyophilization to give a white powdery product. The structure, biotinylpentylamino-thioureaylbenz... Starting materials: CC(C)(C)NC(=O)Oc1ccc(CCOc2ccc(C=O)cc2)cc1, C1CCNCC1, CC(=O)O, Cc1ccccc1, O, O=C1CSC(=O)N1. The product is CC(C)(C)NC(=O)Oc1ccc(CCOc2ccc(C=C3SC(=O)NC3=O)cc2)cc1. Reaction SMILES: [C:1]([CH3:2])([CH3:3])([CH3:4])[NH:5][C:6]([O:7][c:8]1[cH:9][cH:10][c:11]([CH2:14][CH2:15][O:16][c:17]2[cH:18][cH:19][c:20]([CH:23]=[O:24])[cH:21][cH:22]2)[cH:12][cH:13]1)=[O:25].[CH2:33]1[CH2:34][CH2:35][NH:36][CH2:37][CH2:38]1.[CH3:39][C:40](=[O:41])[OH:42].[CH3:43][c:44]1[cH:45][cH:46][cH:47][cH:48][cH:49]1.[OH2:50].[S:26]1[C:27](=[O:32])[NH:28][C:29](=[O:31])[CH2:30]1>>[C:1]([CH3:2])([CH3:3])([CH3:4])[NH:5][C:6]([O:7][c:8]1[cH:9][cH:10][c:11]([CH2:14][CH2:15][O:16][c:17]2[cH:18][cH:19][c:20]([CH:23]=[C:30]3[S:26][C:27](=[O:32])[NH:28][C:29]3=[O:31])[cH:21][cH:22]2)[cH:12][cH:13]1)=[O:25]. The reactants are aqueous solution, CN (methylamine), NC=1C(=CC(=C(C1)N1C=C(C(C2=CC(=C(C(=C12)CO)F)F)=O)C(=O)O)F)F (1(5-amino-2,4-difluorophenyl)-6,7-difluoro-8-hydroxymethyl-4-oxo-1,4-dihydroquinoline-3-carboxylic acid). Run in N1=CC=CC=C1 (Pyridine). Conditions: temperature 40 celsius, time 8 hour. The product is NC=1C(=CC(=C(C1)N1C=C(C(C2=CC(=C(C(=C12)CO)NC)F)=O)C(=O)O)F)F (1-(5-Amino-2,4-difluorophenyl)-6-fluoro-8-hydroxymethyl-7-methylamino-4-oxo-1,4-dihydroquinoline-3-carboxylic Acid). Reaction SMILES: [CH3:1][NH2:2].[NH2:3][C:4]1[C:5]([F:29])=[CH:6][C:7]([F:28])=[C:8]([N:10]2[C:19]3[C:14](=[CH:15][C:16]([F:23])=[C:17](F)[C:18]=3[CH2:20][OH:21])[C:13](=[O:24])[C:12]([C:25]([OH:27])=[O:26])=[CH:11]2)[CH:9]=1>N1C=CC=CC=1>[NH2:3][C:4]1[C:5]([F:29])=[CH:6][C:7]([F:28])=[C:8]([N:10]2[C:19]3[C:14](=[CH:15][C:16]([F:23])=[C:17]([NH:2][CH3:1])[C:18]=3[CH2:20][OH:21])[C:13](=[O:24])[C:12]([C:25]([OH:27])=[O:26])=[CH:11]2)[CH:9]=1. Procedure details: Pyridine (300 mg) and a 40% aqueous solution (150 mg) of methylamine were added to 1(5-amino-2,4-difluorophenyl)-6,7-difluoro-8-hydroxymethyl-4-oxo-1,4-dihydroquinoline-3-carboxylic acid (100 mg), and the mixture was stirred overnight at 40° C. The solvent and the like were distilled off, and diethyl ether was added to the residue. A supernatant liquid was removed, and ethanol was added to the resultant residue. Solids deposited were collected by filtration to obtain the title compound (34 mg) a... Starting materials: CCO, CCOC(=O)c1ccc(NCCc2ccc3c(c2)C(C)(C)CCN3C(C)C)cc1, [K+], [OH-]. The product is CC(C)N1CCC(C)(C)c2cc(CCNc3ccc(C(=O)O)cc3)ccc21. Reaction SMILES: [CH3:32][CH2:33][OH:34].[CH:1]([CH3:2])([CH3:3])[N:4]1[CH2:5][CH2:6][C:7]([CH3:28])([CH3:29])[c:8]2[cH:9][c:10]([CH2:14][CH2:15][NH:16][c:17]3[cH:18][cH:19][c:20]([C:21](=[O:22])[O:23][CH2:24][CH3:25])[cH:26][cH:27]3)[cH:11][cH:12][c:13]21.[K+:31].[OH-:30]>>[CH:1]([CH3:2])([CH3:3])[N:4]1[CH2:5][CH2:6][C:7]([CH3:28])([CH3:29])[c:8]2[cH:9][c:10]([CH2:14][CH2:15][NH:16][c:17]3[cH:18][cH:19][c:20]([C:21](=[O:22])[OH:23])[cH:26][cH:27]3)[cH:11][cH:12][c:13]21.